From a dataset of the Open Reaction Database (ORD), a public repository of structured organic reaction records. describe an organic reaction: reactants, conditions, products, and yield The reactants are CS(=O)(=O)c1cc(Cl)ccc1CBr, COc1ncnc2sc(NC(=O)N3CCNCC3)nc12, CN(C)C=O, CCN(C(C)C)C(C)C, Cl, O. The product is COc1ncnc2sc(NC(=O)N3CCN(Cc4ccc(Cl)cc4S(C)(=O)=O)CC3)nc12. Reaction SMILES: [Br:31][CH2:32][c:33]1[c:34]([S:40](=[O:41])(=[O:42])[CH3:43])[cH:35][c:36]([Cl:39])[cH:37][cH:38]1.[CH3:2][O:3][c:4]1[c:5]2[c:6]([n:7][cH:8][n:9]1)[s:10][c:11]([NH:13][C:14](=[O:15])[N:16]1[CH2:17][CH2:18][NH:19][CH2:20][CH2:21]1)[n:12]2.[CH3:45][N:46]([CH3:47])[CH:48]=[O:49].[CH:22]([N:23]([CH2:24][CH3:25])[CH:26]([CH3:27])[CH3:28])([CH3:29])[CH3:30].[ClH:1].[OH2:44]>>[CH3:2][O:3][c:4]1[c:5]2[c:6]([n:7][cH:8][n:9]1)[s:10][c:11]([NH:13][C:14](=[O:15])[N:16]1[CH2:17][CH2:18][N:19]([CH2:32][c:33]3[c:34]([S:40](=[O:41])(=[O:42])[CH3:43])[cH:35][c:36]([Cl:39])[cH:37][cH:38]3)[CH2:20][CH2:21]1)[n:12]2. The reactants are N12C[C@@H](C(CC1)CC2)OC(=O)N2C=NC=C2 (imidazole-1-carboxylic acid (R)-1-aza-bicyclo[2.2.2]oct-3-yl ester), FC=1C=C(C=CC1F)C(O)C1=CC=CC=C1 ((3,4-difluoro-phenyl)-phenyl-methanol). Yields the product FC=1C=C(C=CC1F)C(C1=CC=CC=C1)OC(O[C@H]1CN2CCC1CC2)=O (Carbonic acid (R)-(1-aza-bicyclo[2.2.2]oct-3-yl) ester (3,4-difluoro-phenyl)-phenyl-methyl ester). Reaction SMILES: [N:1]12[CH2:8][CH2:7][CH:4]([CH2:5][CH2:6]1)[C@@H:3]([O:9][C:10](N1C=CN=C1)=[O:11])[CH2:2]2.[F:17][C:18]1[CH:19]=[C:20]([CH:25]([C:27]2[CH:32]=[CH:31][CH:30]=[CH:29][CH:28]=2)[OH:26])[CH:21]=[CH:22][C:23]=1[F:24]>>[F:17][C:18]1[CH:19]=[C:20]([CH:25]([O:26][C:10](=[O:11])[O:9][C@@H:3]2[CH:4]3[CH2:5][CH2:6][N:1]([CH2:8][CH2:7]3)[CH2:2]2)[C:27]2[CH:32]=[CH:31][CH:30]=[CH:29][CH:28]=2)[CH:21]=[CH:22][C:23]=1[F:24]. Procedure: The desired product was prepared by reacting imidazole-1-carboxylic acid (R)-1-aza-bicyclo[2.2.2]oct-3-yl ester with (3,4-difluoro-phenyl)-phenyl-methanol. Starting materials: CO, O=C[O-], Cc1ccc(-c2cc(Cl)nnc2N)c(C)c1, [NH4+]. Product: Cc1ccc(-c2ccnnc2N)c(C)c1. RXN SMILES: [CH3:21][OH:22].[CH:1]([O-:2])=[O:3].[Cl:5][c:6]1[cH:7][c:8](-[c:13]2[c:14]([CH3:20])[cH:15][c:16]([CH3:19])[cH:17][cH:18]2)[c:9]([NH2:12])[n:10][n:11]1.[NH4+:4]>>[cH:6]1[cH:7][c:8](-[c:13]2[c:14]([CH3:20])[cH:15][c:16]([CH3:19])[cH:17][cH:18]2)[c:9]([NH2:12])[n:10][n:11]1. Reactants: ClC(Cl)Cl, O=C(OO)c1cccc(Cl)c1, c1ccc2c(c1)cnc1ccsc12. The product is [O-][n+]1cc2ccccc2c2sccc21. Reaction SMILES: [CH:25]([Cl:26])([Cl:27])[Cl:28].[OH:14][O:15][C:16]([c:17]1[cH:18][c:19]([Cl:20])[cH:21][cH:22][cH:23]1)=[O:24].[s:1]1[cH:2][cH:3][c:4]2[n:5][cH:6][c:7]3[cH:8][cH:9][cH:10][cH:11][c:12]3[c:13]12>>[s:1]1[cH:2][cH:3][c:4]2[n+:5]([O-:14])[cH:6][c:7]3[cH:8][cH:9][cH:10][cH:11][c:12]3[c:13]12.